This data is from the Open Reaction Database (ORD), a public repository of structured organic reaction records. The task is: describe an organic reaction: reactants, conditions, products, and yield Starting materials: Br (HBr), CN1CCC(CC1)=O (1-methylpiperidin-4-one), [OH-].[Na+] (sodium hydroxide), COC1=CC(=CC(=C1)OC)OC (1,3,5-trimethoxybenzene), BrBr (bromine), Br (hydrobromide), C(C)(=O)OC(C)=O (acetic anhydride). The solvent is C(C)(=O)O (acetic acid), C(C)(=O)O (acetic acid), O (water). Conditions: temperature 25 celsius, time 60 minute. Yields the product OC1CN(CC=C1C1=C(C=C(C=C1OC)OC)OC)C (3(R,S)-hydroxy-1-methyl4-(2,4,6-trimethoxyphenyl)-1,2,3,6-tetrahydropyridine). As a reaction SMILES: Br.[CH3:2][N:3]1[CH2:8][CH2:7][C:6](=O)[CH2:5][CH2:4]1.BrBr.[CH3:12][O:13][C:14]1[CH:19]=[C:18]([O:20][CH3:21])[CH:17]=[C:16]([O:22][CH3:23])[CH:15]=1.C(OC(=O)C)(=[O:26])C.[OH-].[Na+]>C(O)(=O)C.O>[OH:26][CH:5]1[C:6]([C:15]2[C:16]([O:22][CH3:23])=[CH:17][C:18]([O:20][CH3:21])=[CH:19][C:14]=2[O:13][CH3:12])=[CH:7][CH2:8][N:3]([CH3:2])[CH2:4]1 |f:5.6|. Procedure: 75.7 ml (0.44 mol) of 33% strength HBr in glacial acetic acid were added to 100 ml of glacial acetic acid and 50 g (0.44 mol) of 1-methylpiperidin-4-one (III) were then rapidly added dropwise at 20-25° C. with ice cooling. 70.4 g (0.44 mol) of bromine were added dropwise at 20-25° C. under nitrogen in the course of 30 min to the suspension of the hydrobromide obtained in this way, a clear, yellowish solution being obtained. This was stirred at 25° C. for 60 min and 67.2 g (0.40 mol) of 1,3,5-tri...